This data is from the Open Reaction Database (ORD), a public repository of structured organic reaction records. The task is: describe an organic reaction: reactants, conditions, products, and yield The reactants are C(C1=CC=CC=C1)OC(=O)NCCCC1=NC2=NC=CC=C2C=C1 (1-Benzyloxycarbonylamino3-([1,8]naphthyridin-2-yl)-propane), [H][H] (hydrogen). Reagents/catalysts: [Pd].[C] (Pd carbon). Run in CCO (EtOH). Product: N1=C(C=CC=2CCCNC12)CCCN (3-(5,6,7,8-Tetrahydro-[1,8]naphthyridin-2-yl)propylamine). As a reaction SMILES: C(OC([NH:11][CH2:12][CH2:13][CH2:14][C:15]1[CH:24]=[CH:23][C:22]2[C:17](=[N:18][CH:19]=[CH:20][CH:21]=2)[N:16]=1)=O)C1C=CC=CC=1.[H][H]>CCO.[Pd].[C]>[N:16]1[C:17]2[NH:18][CH2:19][CH2:20][CH2:21][C:22]=2[CH:23]=[CH:24][C:15]=1[CH2:14][CH2:13][CH2:12][NH2:11] |f:3.4|. Procedure details: A mixture of 1-7 (0.40 g, 1.24 mmol) and 10% Pd/carbon (0.08 g) in EtOH (12 mL) was stirred under a balloon of hydrogen for 20 h. Filtration through a celite pad and then evaporative removal of the filtrate solvent gave 1-8 as a colorless oil. Reactants: C(C)OC(=O)[C@H]1[C@H](CCC1)NCCC(C)C (cis-2-(3-Methylbutylamino)-cyclopentanecarboxylic acid ethyl ester), C(C)OC(=O)[C@H]1[C@@H](CCC1)NCCC(C)C (trans-2-(3-Methylbutylamino)-cyclopentanecarboxylic acid ethyl ester), C13H25NO2. The product is C(C)OC(=O)C1C(CCC1)NCCC(C)C (2-(3-Methylbutylamino)-cyclopentanecarboxylic acid ethyl ester). RXN SMILES: [CH2:1]([O:3][C:4]([C@@H:6]1[CH2:10][CH2:9][CH2:8][C@@H:7]1[NH:11][CH2:12][CH2:13][CH:14]([CH3:16])[CH3:15])=[O:5])[CH3:2].C(OC([C@@H]1CCC[C@H]1NCCC(C)C)=O)C>>[CH2:1]([O:3][C:4]([CH:6]1[CH2:10][CH2:9][CH2:8][CH:7]1[NH:11][CH2:12][CH2:13][CH:14]([CH3:15])[CH3:16])=[O:5])[CH3:2]. Procedure details: To a solution of 2-(3-methylbutylamino)-cyclopent-1-enecarboxylic acid ethyl ester (6.84 g, 30.4 mmol) in acetic acid (100 mL) was added a 8.0 M solution of borane in pyridine (4.6 mL, 36.8 mmol) at 25° C. After stirring for 15 min, the reaction mixture was concentrated in vacuo. The crude material was triturated with 1.0 M aqueous hydrochloric acid solution (25 mL) and stirred for 0.5 h (until the gas evolution ceased). The mixture was extracted with ethyl acetate (3×50 mL) and the combined org... Reactants: CCN=C=NCCCN(C)C, CCN(C(C)C)C(C)C, Clc1ccccc1NC1CCNCC1, Cl, Cl, Cl, CN(C)C=O, O, On1nnc2ccccc21, O=C(O)CNC(=O)c1cc(-c2ccccc2)[nH]n1. Yields the product O=C(NCC(=O)N1CCC(Nc2ccccc2Cl)CC1)c1cc(-c2ccccc2)[nH]n1. Reaction SMILES: [CH3:38][CH2:39][N:40]=[C:41]=[N:42][CH2:43][CH2:44][CH2:45][N:46]([CH3:47])[CH3:48].[CH:19]([N:20]([CH2:21][CH3:22])[CH:23]([CH3:24])[CH3:25])([CH3:26])[CH3:27].[Cl:52][c:53]1[c:54]([NH:59][CH:60]2[CH2:61][CH2:62][NH:63][CH2:64][CH2:65]2)[cH:55][cH:56][cH:57][cH:58]1.[ClH:49].[ClH:50].[ClH:51].[O:66]=[CH:67][N:68]([CH3:69])[CH3:70].[OH2:71].[OH:28][n:29]1[c:30]2[c:31]([cH:32][cH:33][cH:34][cH:35]2)[n:36][n:37]1.[c:1]1(-[c:7]2[cH:8][c:9]([C:12](=[O:13])[NH:14][CH2:15][C:16](=[O:17])[OH:18])[n:10][nH:11]2)[cH:2][cH:3][cH:4][cH:5][cH:6]1>>[c:1]1(-[c:7]2[cH:8][c:9]([C:12](=[O:13])[NH:14][CH2:15][C:16](=[O:18])[N:63]3[CH2:62][CH2:61][CH:60]([NH:59][c:54]4[c:53]([Cl:52])[cH:58][cH:57][cH:56][cH:55]4)[CH2:65][CH2:64]3)[n:10][nH:11]2)[cH:2][cH:3][cH:4][cH:5][cH:6]1. The reactants are NCC=1C=CC(=C(C1)C=1NC(N(N1)C1CCC(CC1)(C)C)=O)Cl (5-(5-(aminomethyl)-2-chlorophenyl)-2-(4,4-dimethylcyclohexyl)-2H-1,2,4-triazol-3(4H)-one), C(C(C)(C)C)(=O)Cl (pivaloyl chloride). Solvent: C1CCOC1 (THF), CCN(C(C)C)C(C)C (DIPEA). Run at time 16 hour. Product: ClC1=C(C=C(CNC(C(C)(C)C)=O)C=C1)C1=NN(C(N1)=O)C1CCC(CC1)(C)C (N-(4-Chloro-3-(4,5-dihydro-1-(4,4-dimethylcyclohexyl)-5-oxo-1H-1,2,4-triazol-3-yl)benzyl)pivalamide). The yield is 47.3%. As a reaction SMILES: [NH2:1][CH2:2][C:3]1[CH:4]=[CH:5][C:6]([Cl:23])=[C:7]([C:9]2[NH:10][C:11](=[O:22])[N:12]([CH:14]3[CH2:19][CH2:18][C:17]([CH3:21])([CH3:20])[CH2:16][CH2:15]3)[N:13]=2)[CH:8]=1.[C:24](Cl)(=[O:29])[C:25]([CH3:28])([CH3:27])[CH3:26]>C1COCC1.CCN(C(C)C)C(C)C>[Cl:23][C:6]1[CH:5]=[CH:4][C:3]([CH2:2][NH:1][C:24](=[O:29])[C:25]([CH3:28])([CH3:27])[CH3:26])=[CH:8][C:7]=1[C:9]1[NH:10][C:11](=[O:22])[N:12]([CH:14]2[CH2:15][CH2:16][C:17]([CH3:20])([CH3:21])[CH2:18][CH2:19]2)[N:13]=1. Procedure details: To a solution of 5-(5-(aminomethyl)-2-chlorophenyl)-2-(4,4-dimethylcyclohexyl)-2H-1,2,4-triazol-3(4H)-one (Intermediate-73, 0.070 g, 0.202 mmol) in dry THF (5.0 mL), DIPEA (2.0 mL) and pivaloyl chloride (0.30 g, 0.242 mmol) were added and the reaction mass was stirred at RT for 16 h. After completion of the reaction, the reaction mass was quenched with water and extracted with 10%.MeOH:DCM. The organic layer was washed with dilute HCl and concentrated. The obtained crude was purified with column... Yields the product OC=1C=NC(=C(C(=O)O)C1)NC1=C(C(=CC=C1)C(F)(F)F)C (5-Hydroxy-2-(2-methyl-3-trifluoromethylanilino) nicotinic acid). Reactants: CC1=C(NC2=C(C(=O)O)C=CC=N2)C=CC=C1C(F)(F)F (2-(2-methyl-3-trifluoromethylanilino) nicotinic acid), OO (hydrogen peroxide), C(C)(=O)O (acetic acid), OO (hydrogen peroxide). RXN SMILES: [CH3:1][C:2]1[C:17]([C:18]([F:21])([F:20])[F:19])=[CH:16][CH:15]=[CH:14][C:3]=1[NH:4][C:5]1[N:13]=[CH:12][CH:11]=[CH:10][C:6]=1[C:7]([OH:9])=[O:8].C(O)(=[O:24])C.OO>O>[OH:24][C:11]1[CH:12]=[N:13][C:5]([NH:4][C:3]2[CH:14]=[CH:15][CH:16]=[C:17]([C:18]([F:19])([F:21])[F:20])[C:2]=2[CH3:1])=[C:6]([CH:10]=1)[C:7]([OH:9])=[O:8]. Procedure: To a suspension of 10 g. of 2-(2-methyl-3-trifluoromethylanilino) nicotinic acid and 160 ml. of glacial acetic acid, add 9 ml. of 30% hydrogen peroxide solution at room temperature. Warm the reaction mixture on a steam bath for one hour and add an additional 5 ml. of 30% hydrogen peroxide. Heat the resulting mixture for three hours on a steam bath, dilute with water and filter. After recrystallization from acetic acid, the product, 5-hydroxy-2-(2-methyl-3-trifluoromethylanilino) nicotinic acid m... The solvent is O (water).